Dataset: the Open Reaction Database (ORD), a public repository of structured organic reaction records. Task: describe an organic reaction: reactants, conditions, products, and yield The reactants are ( 29 ), CN(CCN1CCC2=CC(=CC=C12)[N+](=O)[O-])C (N,N-Dimethyl-2-(5-nitroindolin-1-yl)ethanamine), [H][H] (hydrogen), [N+](=O)([O-])C=1C=C2CCN(C2=CC1)CCN1CCCC1 (5-Nitro-1-(2-(pyrrolidin-1-yl)ethyl)indoline), O1CCN(CC1)CCN1CCCC2=CC(=CC=C12)N (1-(2-morpholinoethyl)-1,2,3,4-tetrahydroquinolin-6-amine), O=C1CCCC2=C(N1CCN1CCCCC1)C=CC(=C2)NC(=N)C=2SC=CC2 (N-(2-Oxo-1-(2-(piperidin-1-yl)ethyl)-2,3,4,5-tetrahydro-1H-benzo[b]azepin-7-yl)thiophene-2-carboximidamide). Reagents/catalysts: [Pd] (Pd—C). The solvent is C(=O)(O)[O-].[Na+] (NaHCO3), C(C)O (ethanol). Yields the product CN(CCN1CCC2=CC(=CC=C12)NC(=N)C=1SC=CC1)C (N-(1-(2-(Dimethylamino)ethyl)indolin-5-yl)thiophene-2-carboximidamide). Reaction SMILES: CN(C)CCN1C2C(=CC([N+]([O-])=O)=CC=2)CC1.[H][H].[N+](C1C=C2C(=CC=1)N(CCN1CCCC1)CC2)([O-])=O.O1CCN(CCN2C3C(=CC(N)=CC=3)CCC2)CC1.O=[C:59]1[N:65]([CH2:66][CH2:67][N:68]2[CH2:73]CCC[CH2:69]2)[C:64]2[CH:74]=[CH:75][C:76]([NH:78][C:79]([C:81]3[S:82][CH:83]=[CH:84][CH:85]=3)=[NH:80])=[CH:77][C:63]=2[CH2:62]CC1>C(O)C.C([O-])(O)=O.[Na+].[Pd]>[CH3:73][N:68]([CH3:69])[CH2:67][CH2:66][N:65]1[C:64]2[C:63](=[CH:77][C:76]([NH:78][C:79]([C:81]3[S:82][CH:83]=[CH:84][CH:85]=3)=[NH:80])=[CH:75][CH:74]=2)[CH2:62][CH2:59]1 |f:6.7|. Procedure: A solution of compound 2 (183 mg, 0.778 mmol) and Pd—C (82 mg, 0.078 mmol, 10% wt) in dry ethanol (5 mL) was purged with hydrogen gas. The reaction was stirred at room temperature over night under hydrogen atm. (balloon pressure). Then the reaction mixture was filtered through a celite pad and washed with ethanol (35 mL). The filtrate (compound 3) was treated with imidate 4 (444 mg, 1.559 mmol) and stirred over night at room temperature. The reaction was diluted with saturated NaHCO3 solution (5... Reactants: C1(CC1)C(=O)OC(C)(C)C (tert-butyl cyclopropanecarboxylate), C(C)[C@@H]1N(C(OC1=O)=O)C(=O)OCC1=CC=CC=C1 (benzyl(4S)-4-ethyl-2,5-dioxo-1,3-oxazolidine-3-carboxylate), C(C)(=O)O (Acetic acid), C(C)(C)NC(C)C (diisopropylamine). Run in O1CCCC1 (tetrahydrofuran), O (water), O1CCCC1 (tetrahydrofuran), O1CCCC1 (tetrahydrofuran). Conditions: temperature -78 celsius, time 1 hour. The product is C(C1=CC=CC=C1)OC(=O)N[C@H](C(=O)C1(CC1)C(=O)OC(C)(C)C)CC (tert-butyl 1-((2S)-2-{[(benzyloxy)carbonyl]amino}butanoyl)cyclopropanecarboxylate). The yield is 24.2%. Reaction SMILES: C(NC(C)C)(C)C.[CH:8]1([C:11]([O:13][C:14]([CH3:17])([CH3:16])[CH3:15])=[O:12])[CH2:10][CH2:9]1.[CH2:18]([C@H:20]1[C:24](=O)[O:23]C(=O)[N:21]1[C:27]([O:29][CH2:30][C:31]1[CH:36]=[CH:35][CH:34]=[CH:33][CH:32]=1)=[O:28])[CH3:19].C(O)(=O)C>O1CCCC1.O>[CH2:30]([O:29][C:27]([NH:21][C@@H:20]([CH2:18][CH3:19])[C:24]([C:8]1([C:11]([O:13][C:14]([CH3:17])([CH3:16])[CH3:15])=[O:12])[CH2:10][CH2:9]1)=[O:23])=[O:28])[C:31]1[CH:36]=[CH:35][CH:34]=[CH:33][CH:32]=1. Reported procedure: A solution of diisopropylamine (3.76 mL) in tetrahydrofuran (50 mL) was cooled to −78° C., n-butyllithium-hexane solution (16.56 mL, 1.6 mol/L) was added dropwise and, after the completion of the dropwise addition, the mixture was stirred at −78° C. for 1 hr. Subsequently, a solution of tert-butyl cyclopropanecarboxylate (3.77 g) in tetrahydrofuran (10 mL) was added dropwise, and the mixture was further stirred at −78° C. for 30 min. A solution of benzyl(4S)-4-ethyl-2,5-dioxo-1,3-oxazolidine-3-c... The reactants are C(C)C(C(=O)O)CCCC (2-ethylhexanoic acid), [Fe] (iron), [Fe] (Iron), graphite. The reagents and catalysts are [Cl-].C(C)[N+](CC)(CC)CC (tetraethylammonium chloride). The solvent is O (water). Product: CCCCC(CC)C(=O)[O-].CCCCC(CC)C(=O)[O-].CCCCC(CC)C(=O)[O-].[Fe+3] (iron octoate). Reaction SMILES: [CH2:1]([CH:3]([CH2:7][CH2:8][CH2:9][CH3:10])[C:4]([OH:6])=[O:5])[CH3:2].[Fe:11]>[Cl-].C([N+](CC)(CC)CC)C.O>[CH3:10][CH2:9][CH2:8][CH2:7][CH:3]([C:4]([O-:6])=[O:5])[CH2:1][CH3:2].[CH3:10][CH2:9][CH2:8][CH2:7][CH:3]([C:4]([O-:6])=[O:5])[CH2:1][CH3:2].[CH3:10][CH2:9][CH2:8][CH2:7][CH:3]([C:4]([O-:6])=[O:5])[CH2:1][CH3:2].[Fe+3:11] |f:2.3,5.6.7.8|. Procedure details: To a reaction flask equipped with a mechanical agitator and thermometer was charged 10.0 g (0,069 mole) of 2-ethylhexanoic acid, 10.0 g mineral spirit, 80.0 g water and 0.40 g tetraethylammonium chloride. Iron foil was used as the anode and a graphite rod as the cathode. After passing 11,109 coulombs of direct current, 3.43 g (0,061 mole) of iron was consumed. The precipitated brown solid was then filtered and dried, and found to contain 45.60% iron. The organic layer was separated from the aque... The reactants are C(C)O (ethanol), C([O-])([O-])=O.[K+].[K+] (potassium carbonate), BrC=1C=CC2=C(C=C(CCN2C(=O)C=2SC=CC2)C(=O)OC)C1 (methyl 7-bromo-1-(2-thienylcarbonyl)-2,3-dihydro-1-benzazepine-4-carboxylate), B(OC1=CC=C(C=C1)OCCOCCCC)([O-])[O-] (4-butoxyethoxyphenyl borate). Reagents/catalysts: C=1C=CC(=CC1)[P](C=2C=CC=CC2)(C=3C=CC=CC3)[Pd]([P](C=4C=CC=CC4)(C=5C=CC=CC5)C=6C=CC=CC6)([P](C=7C=CC=CC7)(C=8C=CC=CC8)C=9C=CC=CC9)[P](C=1C=CC=CC1)(C=1C=CC=CC1)C=1C=CC=CC1 (tetrakistriphenylphosphinepalladium). The solvent is C1(=CC=CC=C1)C (toluene), O (water), O (water). Reaction conditions: temperature 100 celsius, time 30 minute. Product: C(CCC)OCCOC1=CC=C(C=C1)C=1C=CC2=C(C=C(CCN2C(=O)C=2SC=CC2)C(=O)OC)C1 (methyl 7-(4-butoxyethoxyphenyl)-1-(2-thienylcarbonyl)-2,3-dihydro-1-benzazepine-4-carboxylate). Isolated yield 74.3%. RXN SMILES: C(O)C.Br[C:5]1[CH:6]=[CH:7][C:8]2[N:14]([C:15]([C:17]3[S:18][CH:19]=[CH:20][CH:21]=3)=[O:16])[CH2:13][CH2:12][C:11]([C:22]([O:24][CH3:25])=[O:23])=[CH:10][C:9]=2[CH:26]=1.B([O-])([O-])O[C:29]1[CH:34]=[CH:33][C:32]([O:35][CH2:36][CH2:37][O:38][CH2:39][CH2:40][CH2:41][CH3:42])=[CH:31][CH:30]=1.C(=O)([O-])[O-].[K+].[K+]>C1(C)C=CC=CC=1.C1C=CC([P]([Pd]([P](C2C=CC=CC=2)(C2C=CC=CC=2)C2C=CC=CC=2)([P](C2C=CC=CC=2)(C2C=CC=CC=2)C2C=CC=CC=2)[P](C2C=CC=CC=2)(C2C=CC=CC=2)C2C=CC=CC=2)(C2C=CC=CC=2)C2C=CC=CC=2)=CC=1.O>[CH2:39]([O:38][CH2:37][CH2:36][O:35][C:32]1[CH:31]=[CH:30][C:29]([C:5]2[CH:6]=[CH:7][C:8]3[N:14]([C:15]([C:17]4[S:18][CH:19]=[CH:20][CH:21]=4)=[O:16])[CH2:13][CH2:12][C:11]([C:22]([O:24][CH3:25])=[O:23])=[CH:10][C:9]=3[CH:26]=2)=[CH:34][CH:33]=1)[CH2:40][CH2:41][CH3:42] |f:3.4.5,^1:61,63,82,101|. Procedure details: In toluene (10 ml), ethanol (1.0 ml) and water (1.0 ml) were suspended methyl 7-bromo-1-(2-thienylcarbonyl)-2,3-dihydro-1-benzazepine-4-carboxylate (210 mg), 4-butoxyethoxyphenyl borate (166 mg) and potassium carbonate (192 mg), and the mixture was stirred for 30 minutes under argon atmosphere. Then, to the suspension was added tetrakistriphenylphosphinepalladium (43 mg), and the mixture was heated at 100° C. for 5 hours under argon atmosphere. After allowing to cool, to the mixture was added wa... Reactants: CO, [H][H], O=[N+]([O-])c1cccc(N2CCC(N3CCOCC3)CC2)c1. Product: Nc1cccc(N2CCC(N3CCOCC3)CC2)c1. As a reaction SMILES: [CH3:24][OH:25].[H:22][H:23].[N+:1]([O-:2])(=[O:3])[c:4]1[cH:5][c:6]([N:10]2[CH2:11][CH2:12][CH:13]([N:16]3[CH2:17][CH2:18][O:19][CH2:20][CH2:21]3)[CH2:14][CH2:15]2)[cH:7][cH:8][cH:9]1>>[NH2:1][c:4]1[cH:5][c:6]([N:10]2[CH2:11][CH2:12][CH:13]([N:16]3[CH2:17][CH2:18][O:19][CH2:20][CH2:21]3)[CH2:14][CH2:15]2)[cH:7][cH:8][cH:9]1. The reactants are C1(CCCCCC1)N (cycloheptylamine), C=1C=CC2=C(C1)N=NN2O (HOBT), C(CCl)Cl (EDC), C(C)(C)N(CC)C(C)C (diisopropylethylamine), C(#N)C1=CC(=C(C(=O)O)C=C1)C (4-cyano-2-methyl-benzoic acid). Run in ClCCl (dichloromethane). Reaction conditions: time 16 hour. The product is C(#N)C1=CC(=C(C(=O)NC2CCCCCC2)C=C1)C (4-Cyano-N-cycloheptyl-2-methyl-benzamide). Isolated yield 52.2%. Reaction SMILES: [CH:1]1([NH2:8])[CH2:7][CH2:6][CH2:5][CH2:4][CH2:3][CH2:2]1.C1C=CC2N(O)N=NC=2C=1.C(Cl)CCl.C(N(C(C)C)CC)(C)C.[C:32]([C:34]1[CH:42]=[CH:41][C:37]([C:38](O)=[O:39])=[C:36]([CH3:43])[CH:35]=1)#[N:33]>ClCCl>[C:32]([C:34]1[CH:42]=[CH:41][C:37]([C:38]([NH:8][CH:1]2[CH2:7][CH2:6][CH2:5][CH2:4][CH2:3][CH2:2]2)=[O:39])=[C:36]([CH3:43])[CH:35]=1)#[N:33]. Reported procedure: Add cycloheptylamine (0.83 mL, 6.5 mmol), HOBT (838 mg, 6.2 mmol), EDC (1.2 g, 6.2 mmol) and diisopropylethylamine (3.2 mL, 18.6 mmol) to a solution of 4-cyano-2-methyl-benzoic acid (1 g, 6.2 mmol) in dichloromethane (20 mL) at room temperature under a nitrogen atmosphere. Stir the mixture for 16 h at room temperature. Wash the mixture with water (20 mL), separate and concentrate the organic layer in vacuo. Purify the crude mixture by chromatography on silica gel eluting with hexane/EtOAc (19:1 ...